Dataset: the Open Reaction Database (ORD), a public repository of structured organic reaction records. Task: describe an organic reaction: reactants, conditions, products, and yield The reactants are OCC=1NC2=C(N1)C=CC=C2 (2-Hydroxymethyl-benzimidazole), C([O-])([O-])=O.[K+].[K+] (potassium carbonate), ClC=1N=C(N(C1Cl)CC1=C(C2=C(N(C(N(C2=O)C)=O)CC(C)C)S1)C(=O)N1OC[C@H](C1)O)C (6-[(4,5-Dichloro-2-methyl-1H-imidazol-1-yl)methyl]-5-[4-(S)-hydroxy-2-isoxazolidinylcarbonyl]-3-methyl-1-(isobutyl)thieno[2,3-d]pyrimidine-2,4(1H,3H)-dione), CN(C)C=O (DMF). Conditions: time 16 hour. The product is OCC1=NC2=C(N1CC1=C(C3=C(N(C(N(C3=O)C)=O)CC(C)C)S1)C(=O)OC)C=CC=C2 (1,2,3,4-Tetrahydro-6-[2-(hydroxymethyl)-1H-benzimidazol-1-ylmethyl]-3-methyl-1-(isobutyl)-2,4-dioxothieno[2,3-d]pyrimidine-5-carboxylic acid, methyl ester). As a reaction SMILES: Cl[C:2]1[N:3]=[C:4]([CH3:33])[N:5]([CH2:8][C:9]2[S:24][C:12]3[N:13]([CH2:20][CH:21]([CH3:23])[CH3:22])[C:14](=[O:19])[N:15]([CH3:18])[C:16](=[O:17])[C:11]=3[C:10]=2[C:25](N2C[C@H](O)CO2)=[O:26])[C:6]=1Cl.OCC1N[C:38]2[CH:44]=[CH:43][CH:42]=CC=2N=1.[C:45](=O)([O-])[O-:46].[K+].[K+].CN(C=[O:55])C>>[OH:55][CH2:33][C:4]1[N:5]([CH2:8][C:9]2[S:24][C:12]3[N:13]([CH2:20][CH:21]([CH3:23])[CH3:22])[C:14](=[O:19])[N:15]([CH3:18])[C:16](=[O:17])[C:11]=3[C:10]=2[C:25]([O:46][CH3:45])=[O:26])[C:6]2[CH:38]=[CH:44][CH:43]=[CH:42][C:2]=2[N:3]=1 |f:2.3.4|. Procedure details: The product of example 3 part b) (0.6 g,) was dissolved in DMF (5 ml). 2-Hydroxymethyl-benzimidazole (0.28 g,) and anhydrous potassium carbonate (0.6 g) were added to the solution, which was stirred for 16 h. The sub-title compound was obtained as a white solid after filtration of the reaction mixture and evaporation (0.18 g). MS (APCI) 457 [M+H]+. δ 1HCDCl3 0.87 (3H,s), 0.9 (3H,s), 2.1-2.2 (m, 1H), 3.38 (s,3H), 3.57-3.64 (m,3H), 3.96 (s,3H), 4.97 (s,2H), 5.64 (s,2H), 7.26-7.38 (m,2H), 7.22-7.3 ... Starting materials: COC1=CC=C(C=C1)C=1N=C2N(C=CC=C2)C1 (2-(4-methoxyphenyl)imidazo[1,2-a]pyridine), CI (methyl iodide), CI (methyl iodide). Solvent: C(C)#N (acetonitrile). Run at time 1 hour. Yields the product [I-].C[N+]=1C(=CN2C1C=CC=C2)C2=CC=C(C=C2)OC (1-methyl-2-(4-methoxyphenyl)imidazo[1,2-a]pyridinium iodide). Reaction SMILES: [CH3:1][O:2][C:3]1[CH:8]=[CH:7][C:6]([C:9]2[N:10]=[C:11]3[CH:16]=[CH:15][CH:14]=[CH:13][N:12]3[CH:17]=2)=[CH:5][CH:4]=1.[CH3:18][I:19]>C(#N)C>[I-:19].[CH3:18][N+:10]1[C:9]([C:6]2[CH:5]=[CH:4][C:3]([O:2][CH3:1])=[CH:8][CH:7]=2)=[CH:17][N:12]2[CH:13]=[CH:14][CH:15]=[CH:16][C:11]=12 |f:3.4|. Reported procedure: To 2.23 g. of 2-(4-methoxyphenyl)imidazo[1,2-a]pyridine in 50 ml. of acetonitrile is added 2.84 g. of methyl iodide, and the resulting reaction mixture refluxed for 3 hrs. Additional methyl iodide (2 ml.) is added and reflux continued for one hour. The solids which precipitate on cooling are filtered and partially dissolved in boiling isopropanol and filtered. The isopropanol filtrate is cooled and treated with diethyl ether. The crystallized product is filtered and dried to give 1.03 g., m.p. 1... The reactants are NCC1=NC=CC(=C1)CCCC(=O)OC (2-Aminomethyl-4-(3-methoxycarbonylpropyl)pyridine), C(=O)O (formic acid), [OH-].[NH4+] (ammonium hydroxide). Yields the product C(=O)NCC1=NC=CC(=C1)CCCC(=O)OC (2-(N-formylaminomethyl)-4-(3-methoxycarbonylpropyl)pyridine). Reaction SMILES: [NH2:1][CH2:2][C:3]1[CH:8]=[C:7]([CH2:9][CH2:10][CH2:11][C:12]([O:14][CH3:15])=[O:13])[CH:6]=[CH:5][N:4]=1.[OH-].[NH4+].[CH:18](O)=[O:19]>>[CH:18]([NH:1][CH2:2][C:3]1[CH:8]=[C:7]([CH2:9][CH2:10][CH2:11][C:12]([O:14][CH3:15])=[O:13])[CH:6]=[CH:5][N:4]=1)=[O:19] |f:1.2|. Procedure details: 2-Aminomethyl-4-(3-methoxycarbonylpropyl)pyridine (0.11 g) is heated at 90° in 0.5 ml of 97% formic acid for 18 hours. The reaction is cooled to room temperature, made basic with ammonium hydroxide solution and extracted with methylene chloride (4×20 ml). The organic extracts are dried over sodium sulfate and evaporated to yield 2-(N-formylaminomethyl)-4-(3-methoxycarbonylpropyl)pyridine; IR (CH2Cl2) 1735, 1685 cm-1. The reactants are BrC1=CC=C(C=C1)C1=NOC(C1)CNC(=O)C=1SC(=CC1)Cl (5-Chloro-thiophene-2-carboxylic acid [3-(4-bromo-phenyl)-4,5-dihydro-isoxazol-5-ylmethyl]-amide), N1=C(C=CC=C1)[Sn](CCCC)(CCCC)CCCC (2-pyridyltributyl stannane), tetrakistriphenylphosphine palladium. Run in C1(=CC=CC=C1)C (toluene). The product is N1=C(C=CC=C1)C1=CC=C(C=C1)C1=NOC(C1)CNC(=O)C=1SC(=CC1)Cl (5-Chloro-thiophene-2-carboxylic acid [3-(4-pyridin-2-yl-phenyl)-4,5-dihydro-isoxazol-5-ylmethyl]-amide). As a reaction SMILES: Br[C:2]1[CH:7]=[CH:6][C:5]([C:8]2[CH2:12][CH:11]([CH2:13][NH:14][C:15]([C:17]3[S:18][C:19]([Cl:22])=[CH:20][CH:21]=3)=[O:16])[O:10][N:9]=2)=[CH:4][CH:3]=1.[N:23]1[CH:28]=[CH:27][CH:26]=[CH:25][C:24]=1[Sn](CCCC)(CCCC)CCCC>C1(C)C=CC=CC=1>[N:23]1[CH:28]=[CH:27][CH:26]=[CH:25][C:24]=1[C:2]1[CH:7]=[CH:6][C:5]([C:8]2[CH2:12][CH:11]([CH2:13][NH:14][C:15]([C:17]3[S:18][C:19]([Cl:22])=[CH:20][CH:21]=3)=[O:16])[O:10][N:9]=2)=[CH:4][CH:3]=1. Procedure: Combined the bromide from Example 1 (50 mg, 0.13 mmol) with 2-pyridyltributyl stannane (55 mg, 0.15 mmol) and 5 mL of toluene. The mixture was degassed for three minutes then treated with tetrakistriphenylphosphine palladium (14 mg, 0.013 mmol) and stirred at reflux overnight. The following day the reaction was checked by TLC which showed consumption of the starting bromide and a more polar spot. The reaction was partitioned with aqueous sodium fluoride and ethyl acetate, separated and dried ove... Reactants: CC(=O)N[C@H]1CCC2=CC(=C(C(=C2C3=CC=C(C(=O)C=C13)OC)OC)OC)O[C@H]4[C@@H]([C@H]([C@@H]([C@H](O4)CO)O)O)O (colchicoside), OP(=O)(O)O (H3PO4), [OH-].[Na+] (NaOH). The solvent is O (water). Conditions: temperature 25 celsius, time 24 hour. Product: CC(=O)N[C@H]1CCC2=CC(=C(C(=C2C3=CC=C(C(=O)C=C13)OC)OC)OC)O (3-demethylcolchicine). Isolated yield 102.3%. RXN SMILES: [CH3:1][C:2]([NH:4][C@@H:5]1[C:21]2[C:14](=[CH:15][CH:16]=[C:17]([O:22][CH3:23])[C:18]([CH:20]=2)=[O:19])[C:13]2[C:8](=[CH:9][C:10]([O:28][C@@H]3O[C@H](CO)[C@@H](O)[C@H](O)[C@H]3O)=[C:11]([O:26][CH3:27])[C:12]=2[O:24][CH3:25])[CH2:7][CH2:6]1)=[O:3].OP(O)(O)=O.[OH-].[Na+]>O>[CH3:1][C:2]([NH:4][C@@H:5]1[C:21]2[C:14](=[CH:15][CH:16]=[C:17]([O:22][CH3:23])[C:18]([CH:20]=2)=[O:19])[C:13]2[C:8](=[CH:9][C:10]([OH:28])=[C:11]([O:26][CH3:27])[C:12]=2[O:24][CH3:25])[CH2:7][CH2:6]1)=[O:3] |f:2.3|. Reported procedure: A mixture of 250 mg of colchicoside and 2 ml of 85-86% H3PO4 is stirred at 25° C. for 24 hours. The yellow solution is diluted with 10 ml of water, adjusted to pH 5 by addition of 2N NaOH and extracted with methylene chloride. The extracts are dried (Na2SO4), evaporated and chromatographed on Al2O3 (basic, Alfa Division, CH2C12 /MeOH=95:5). The appropriate fractions after evaporation of solvent and crystallization from acetone afford 180 mg (89%) of 3-demethylcolchicine: mp 176°-177° C. (resolid...